Dataset: the Open Reaction Database (ORD), a public repository of structured organic reaction records. Task: describe an organic reaction: reactants, conditions, products, and yield Starting materials: C(C)(=O)C=1OC(=C(C1)C1=CC=CC=C1)C (2-Acetyl-5-methyl-4-phenylfuran), C(CN)N (1,2-ethanediamine), O (water), saturated solution, C(\C=C\C(=O)O)(=O)O (fumaric acid), O (water). The solvent is C(C)O (ethanol). Product: C(\C=C\C(=O)O)(=O)O.CC=1C=2N(CCN1)C(=C(C2)C2=CC=CC=C2)C (3,4-dihydro-1,6-dimethyl-7-phenylpyrrolo[1,2-a]pyrazine fumarate). Reaction SMILES: [C:1]([C:4]1O[C:6]([CH3:15])=[C:7]([C:9]2[CH:14]=[CH:13][CH:12]=[CH:11][CH:10]=2)[CH:8]=1)(=O)[CH3:2].[CH2:16]([NH2:19])[CH2:17][NH2:18].O.[C:21]([OH:28])(=[O:27])/[CH:22]=[CH:23]/[C:24]([OH:26])=[O:25]>C(O)C>[C:21]([OH:28])(=[O:27])/[CH:22]=[CH:23]/[C:24]([OH:26])=[O:25].[CH3:2][C:1]1[C:4]2[N:18]([C:6]([CH3:15])=[C:7]([C:9]3[CH:14]=[CH:13][CH:12]=[CH:11][CH:10]=3)[CH:8]=2)[CH2:17][CH2:16][N:19]=1 |f:5.6|. Procedure: 2-Acetyl-5-methyl-4-phenylfuran (1.9 g) was heated to 150° C. for 1 hour under argon with 6.3 ml of 1,2-ethanediamine and 0.6 ml of water. After cooling the mixture was poured into 500 ml of water and the mixture was extracted three times with 80 ml of methylene chloride each time. The organic phases were combined, dried with MgSO4 and freed from solvent. The residue, 1.9 g of brown oil, was chromatographed on 100 g of aluminium oxide (neutral, III) with methylene chloride as the eluent. 0.6 g o... Reactants: CO, O=[N+]([O-])c1ccc(Cl)c(S(=O)(=O)O)c1Cl, [K+], [OH-], O, O, O=P(Cl)(Cl)Cl. The product is O=[N+]([O-])c1ccc(Cl)c(S(=O)(=O)Cl)c1Cl. Reaction SMILES: [CH3:25][OH:26].[Cl:5][c:6]1[c:7]([S:16](=[O:17])(=[O:18])[OH:19])[c:8]([Cl:15])[cH:9][cH:10][c:11]1[N+:12](=[O:13])[O-:14].[K+:2].[OH-:1].[OH2:3].[OH2:4].[P:20]([Cl:21])([Cl:22])([Cl:23])=[O:24]>>[Cl:5][c:6]1[c:7]([S:16](=[O:17])(=[O:19])[Cl:22])[c:8]([Cl:15])[cH:9][cH:10][c:11]1[N+:12](=[O:13])[O-:14]. Reactants: C1=CC(=CC(=C1)Cl)C(=O)OO (m-CPBA), C(C)OC(=O)C=1C(C2=C(N=C(N=C2)SC)N(C1)C1CCCCC1)=O (8-cyclohexyl-2-methylsulfanyl-5-oxo-5,8-dihydro-pyrido[2,3-d]pyrimidine-6-carboxylic acid ethyl ester), solution, [O-]S(=O)[O-].[Na+].[Na+] (Na2SO3). Solvent: ClCCl (dichloromethane). Conditions: time 2 hour. The product is C(C)OC(=O)C=1C(C2=C(N=C(N=C2)S(=O)(=O)C)N(C1)C1CCCCC1)=O (8-Cyclohexyl-2-methanesulfonyl-5-oxo-5,8-dihydro-pyrido[2,3-d]pyrimidine-6-carboxylic acid ethyl ester). Reaction SMILES: [CH:1]1C=C(Cl)C=C(C(OO)=O)C=1.[CH2:12]([O:14][C:15]([C:17]1[C:18](=[O:35])[C:19]2[CH:24]=[N:23][C:22](SC)=[N:21][C:20]=2[N:27]([CH:29]2[CH2:34][CH2:33][CH2:32][CH2:31][CH2:30]2)[CH:28]=1)=[O:16])[CH3:13].[O-:36][S:37]([O-:39])=O.[Na+].[Na+]>ClCCl>[CH2:12]([O:14][C:15]([C:17]1[C:18](=[O:35])[C:19]2[CH:24]=[N:23][C:22]([S:37]([CH3:1])(=[O:39])=[O:36])=[N:21][C:20]=2[N:27]([CH:29]2[CH2:30][CH2:31][CH2:32][CH2:33][CH2:34]2)[CH:28]=1)=[O:16])[CH3:13] |f:2.3.4|. Procedure details: m-CPBA (0.33 g, 1.5 mmol of a 70% w/w mixture) was added to a solution of 8-cyclohexyl-2-methylsulfanyl-5-oxo-5,8-dihydro-pyrido[2,3-d]pyrimidine-6-carboxylic acid ethyl ester (0.206 g, 0.59 mmol) in dichloromethane (15 mL). After 2 hours, a 10% solution of Na2SO3 (1 mL) was added and the mixture was partitioned between sat. NaHCO3 and dichloromethane. The organic layer was dried (MgSO4) and concentrated to provide 0.22 g of the title compound. Mass Spectrum (LCMS, ESI pos.) Calcd. For C17H21N3O... The reactants are Clc1nc2ccnc(Cl)c2c2cc(Br)ccc12, CC(C)C(N)C(F)(F)F, C1COCCO1. The product is CC(C)C(Nc1nc2ccnc(Cl)c2c2cc(Br)ccc12)C(F)(F)F. As a reaction SMILES: [Br:1][c:2]1[cH:3][c:4]2[c:5]([c:6]([Cl:15])[n:7][c:8]3[cH:9][cH:10][n:11][c:12]([Cl:14])[c:13]23)[cH:16][cH:17]1.[F:18][C:19]([CH:20]([CH:21]([CH3:22])[CH3:23])[NH2:24])([F:25])[F:26].[O:27]1[CH2:28][CH2:29][O:30][CH2:31][CH2:32]1>>[Br:1][c:2]1[cH:3][c:4]2[c:5]([c:6]([NH:24][CH:20]([C:19]([F:18])([F:25])[F:26])[CH:21]([CH3:22])[CH3:23])[n:7][c:8]3[cH:9][cH:10][n:11][c:12]([Cl:14])[c:13]23)[cH:16][cH:17]1. Procedure: A mixture of diphenylmethyl 7-[(Z)-2-(1-t-butoxycarbonylcyclobut-1-oxyimino)-2-(2-tritylaminothiazol-4-yl)acetamido]-3-iodomethyl-3-cephem-4-carboxylate (VII-5', 6.4 g, 6 mmoles) and triphenylphosphine (2.4 g, 9 mmoles) in benzene (120 ml) was stirred at room temperature for 2 hours and diluted with n-hexane (ca. 500 ml). The resulting precipitate was collected by filtration to afford 7.5 g (94%) of the title compound VIII-B 5'. RXN SMILES: [C:1]([O:5][C:6]([C:8]1([O:12]/[N:13]=[C:14](/[C:45]2[N:46]=[C:47]([NH:50][C:51]([C:64]3[CH:69]=[CH:68][CH:67]=[CH:66][CH:65]=3)([C:58]3[CH:63]=[CH:62][CH:61]=[CH:60][CH:59]=3)[C:52]3[CH:57]=[CH:56][CH:55]=[CH:54][CH:53]=3)[S:48][CH:49]=2)\[C:15]([NH:17][CH:18]2[C:43](=[O:44])[N:20]3[C:21]([C:27]([O:29][CH:30]([C:37]4[CH:42]=[CH:41][CH:40]=[CH:39][CH:38]=4)[C:31]4[CH:36]=[CH:35][CH:34]=[CH:33][CH:32]=4)=[O:28])=[C:22]([CH2:25][I:26])[CH2:23][S:24][C@H:19]23)=[O:16])[CH2:11][CH2:10][CH2:9]1)=[O:7])([CH3:4])([CH3:3])[CH3:2].[C:70]1([P:76]([C:83]2[CH:88]=[CH:87][CH:86]=[CH:85][CH:84]=2)[C:77]2[CH:82]=[CH:81][CH:80]=[CH:79][CH:78]=2)[CH:75]=[CH:74][CH:73]=[CH:72][CH:71]=1>C1C=CC=CC=1.CCCCCC>[I-:26].[C:1]([O:5][C:6]([C:8]1([O:12]/[N:13]=[C:14](/[C:45]2[N:46]=[C:47]([NH:50][C:51]([C:64]3[CH:69]=[CH:68][CH:67]=[CH:66][CH:65]=3)([C:58]3[CH:63]=[CH:62][CH:61]=[CH:60][CH:59]=3)[C:52]3[CH:57]=[CH:56][CH:55]=[CH:54][CH:53]=3)[S:48][CH:49]=2)\[C:15]([NH:17][CH:18]2[C:43](=[O:44])[N:20]3[C:21]([C:27]([O:29][CH:30]([C:37]4[CH:42]=[CH:41][CH:40]=[CH:39][CH:38]=4)[C:31]4[CH:36]=[CH:35][CH:34]=[CH:33][CH:32]=4)=[O:28])=[C:22]([CH2:25][P+:76]([C:77]4[CH:78]=[CH:79][CH:80]=[CH:81][CH:82]=4)([C:83]4[CH:88]=[CH:87][CH:86]=[CH:85][CH:84]=4)[C:70]4[CH:71]=[CH:72][CH:73]=[CH:74][CH:75]=4)[CH2:23][S:24][C@H:19]23)=[O:16])[CH2:11][CH2:10][CH2:9]1)=[O:7])([CH3:4])([CH3:3])[CH3:2] |f:4.5|. Run in C1=CC=CC=C1 (benzene), CCCCCC (n-hexane). Reaction conditions: time 2 hour. Isolated yield 94.0%. The reactants are C(C)(C)(C)OC(=O)C1(CCC1)O\N=C(/C(=O)NC1[C@@H]2N(C(=C(CS2)CI)C(=O)OC(C2=CC=CC=C2)C2=CC=CC=C2)C1=O)\C=1N=C(SC1)NC(C1=CC=CC=C1)(C1=CC=CC=C1)C1=CC=CC=C1 (diphenylmethyl 7-[(Z)-2-(1-t-butoxycarbonylcyclobut-1-oxyimino)-2-(2-tritylaminothiazol-4-yl)acetamido]-3-iodomethyl-3-cephem-4-carboxylate), C1(=CC=CC=C1)P(C1=CC=CC=C1)C1=CC=CC=C1 (triphenylphosphine). Yields the product [I-].C(C)(C)(C)OC(=O)C1(CCC1)O\N=C(/C(=O)NC1[C@@H]2N(C(=C(CS2)C[P+](C2=CC=CC=C2)(C2=CC=CC=C2)C2=CC=CC=C2)C(=O)OC(C2=CC=CC=C2)C2=CC=CC=C2)C1=O)\C=1N=C(SC1)NC(C1=CC=CC=C1)(C1=CC=CC=C1)C1=CC=CC=C1 (Diphenylmethyl 7-[(Z)-2-(1-t-Butoxycarbonylcyclobut-1-oxyimino)-2-(2-tritylaminothiazol-4-yl)acetamido]-3-triphenylphosphoniomethyl-3-cephem-4-carboxylate Iodide). The reactants are Cl.FC=1C(=C(C=CC1)C1CCN(CC1)C(=O)C1=NNC=2CNCCC21)C(F)(F)F ((4-(3-Fluoro-2-(trifluoromethyl)phenyl)piperidin-1-yl)(4,5,6,7-tetrahydro-1H-pyrazolo[3,4-c]pyridin-3-yl)methanone Hydrochloride), C1(CC1)C=O (cyclopropane carbaldehyde), C(C)N1CC2=C(CC1)C(=NN2)C(=O)N2CCC(CC2)C2=C(C(=CC=C2)F)C(F)(F)F ((6-ethyl-4,5,6,7-tetrahydro-1H-pyrazolo[3,4-c]pyridin-3-yl)(4-(3-fluoro-2-(trifluormethyl)phenyl) piperidin-1-yl)methanone). Product: C1(CC1)CN1CC2=C(CC1)C(=NN2)C(=O)N2CCC(CC2)C2=C(C(=CC=C2)F)C(F)(F)F ((6-(cyclopropylmethyl)-4,5,6,7-tetrahydro-1H-pyrazolo[3,4-c]pyridin-3-yl)(4-(3-fluoro-2-(trifluoromethyl)phenyl)piperidin-1-yl)methanone). As a reaction SMILES: Cl.[F:2][C:3]1[C:4]([C:26]([F:29])([F:28])[F:27])=[C:5]([CH:9]2[CH2:14][CH2:13][N:12]([C:15]([C:17]3[C:25]4[CH2:24][CH2:23][NH:22][CH2:21][C:20]=4[NH:19][N:18]=3)=[O:16])[CH2:11][CH2:10]2)[CH:6]=[CH:7][CH:8]=1.[CH:30]1([CH:33]=O)[CH2:32][CH2:31]1.C(N1CCC2C(C(N3CCC(C4C=CC=C(F)C=4C(F)(F)F)CC3)=O)=NNC=2C1)C>>[CH:30]1([CH2:33][N:22]2[CH2:23][CH2:24][C:25]3[C:17]([C:15]([N:12]4[CH2:11][CH2:10][CH:9]([C:5]5[CH:6]=[CH:7][CH:8]=[C:3]([F:2])[C:4]=5[C:26]([F:29])([F:27])[F:28])[CH2:14][CH2:13]4)=[O:16])=[N:18][NH:19][C:20]=3[CH2:21]2)[CH2:32][CH2:31]1 |f:0.1|. Reported procedure: Following general procedure GP-G1, ((4-(3-fluoro-2-(trifluoro-methyl)phenyl)piperidin-1-yl)(4,5,6,7-tetrahydro-1H-pyrazolo[3,4-c]pyridin-3-yl)methanone hydrochloride (30) and cyclopropane carbaldehyde were converted to (6-ethyl-4,5,6,7-tetrahydro-1H-pyrazolo[3,4-c]pyridin-3-yl)(4-(3-fluoro-2-(trifluormethyl)phenyl) piperidin-1-yl)methanone as a white solid (23 mg, 34%): 1H NMR (300 MHz, DMSO-d6) δ 12.74 (br s, 1H), 7.72-7.65 (m, 1H), 7.47 (d, J=7.8 Hz, 1H), 7.34-7.27 (m, 1H), 4.92-4.63 (m, 2H), ...